This data is from the Open Reaction Database (ORD), a public repository of structured organic reaction records. The task is: describe an organic reaction: reactants, conditions, products, and yield Starting materials: Cl (hydrochloric acid), COC=1C=C(C=O)C=C(C1OC)Cl (3,4-dimethoxy-5-chlorobenzaldehyde), C(\C=C\C)(=O)OCC (ethyl crotonate), CC(C)([O-])C.[K+] (potassium tert.-butoxide). The solvent is CN1C(CCC1)=O (N-methylpyrrolidone). Product: COC=1C=C(C=C(C1OC)Cl)C=CC=CC(=O)O (5-(3,4-Dimethoxy-5-chlorophenyl)-2,4-pentadienoic acid). As a reaction SMILES: [CH3:1][O:2][C:3]1[CH:4]=[C:5]([CH:8]=[C:9]([Cl:13])[C:10]=1[O:11][CH3:12])[CH:6]=O.[C:14]([O:19]CC)(=[O:18])/[CH:15]=[CH:16]/[CH3:17].CC(C)([O-])C.[K+].Cl>CN1CCCC1=O>[CH3:1][O:2][C:3]1[CH:4]=[C:5]([CH:6]=[CH:17][CH:16]=[CH:15][C:14]([OH:19])=[O:18])[CH:8]=[C:9]([Cl:13])[C:10]=1[O:11][CH3:12] |f:2.3|. Procedure: To a solution containing 10.0 g of 3,4-dimethoxy-5-chlorobenzaldehyde and 8.3 ml of ethyl crotonate in 65 ml of N-methylpyrrolidone 6.7 g of potassium tert.-butoxide was added with stirring. The solution was stirred for 0.5 h more at 20° C. and the solution was poured then to a mixture of ice and hydrochloric acid and extracted with ether. The ether extract was washed with water and extracted then with NaHCO3 -solution. The aqueous phase was acidified with hydrochloric acid and the semisolid pro... The reactants are C(=S)(Cl)Cl (thiophosgene), NC1=CC=C(C(=N1)C(=O)OC)OC1=NC(=CC(=N1)OC)OC (methyl 6-amino-3-[(4,6-dimethoxypyrimidin-2-yl)oxy]picolinate). The solvent is ClCCl (dichloromethane), O (water). Reaction conditions: time 2 hour. The product is COC1=NC(=NC(=C1)OC)OC=1C(=NC(=CC1)N=C=S)C(=O)OC (methyl 3-[(4,6-dimethoxypyrimidin-2-yl)oxy]-6-(isothiocyanato)picolinate). Yield: 76.6%. RXN SMILES: [C:1](Cl)(Cl)=[S:2].[NH2:5][C:6]1[N:11]=[C:10]([C:12]([O:14][CH3:15])=[O:13])[C:9]([O:16][C:17]2[N:22]=[C:21]([O:23][CH3:24])[CH:20]=[C:19]([O:25][CH3:26])[N:18]=2)=[CH:8][CH:7]=1>ClCCl.O>[CH3:24][O:23][C:21]1[CH:20]=[C:19]([O:25][CH3:26])[N:18]=[C:17]([O:16][C:9]2[C:10]([C:12]([O:14][CH3:15])=[O:13])=[N:11][C:6]([N:5]=[C:1]=[S:2])=[CH:7][CH:8]=2)[N:22]=1. Procedure details: 0.82 g (7.15 mmol) of thiophosgene was dropwise added at room temperature to a solution of 2 g (6.5 mmol) of methyl 6-amino-3-[(4,6-dimethoxypyrimidin-2-yl)oxy]picolinate in 70 ml of dichloromethane and 50 ml of water. The mixture was stirred at room temperature for two hours. After completion of the reaction, the dichloromethane layer was separated and washed with water. Then, the organic layer was dried and concentrated. The obtained residue was recrystallized from a mixture of dichloromethane... Starting materials: FC(F)(F)c1ccc(-c2cc(C(F)(F)F)nc(Cl)n2)cc1, c1cncc(-c2nc[nH]n2)c1. The product is FC(F)(F)c1ccc(-c2cc(C(F)(F)F)nc(-n3cnc(-c4cccnc4)n3)n2)cc1. Reaction SMILES: [Cl:1][c:2]1[n:3][c:4](-[c:12]2[cH:13][cH:14][c:15]([C:18]([F:19])([F:20])[F:21])[cH:16][cH:17]2)[cH:5][c:6]([C:8]([F:9])([F:10])[F:11])[n:7]1.[nH:22]1[n:23][c:24](-[c:27]2[cH:28][n:29][cH:30][cH:31][cH:32]2)[n:25][cH:26]1>>[c:2]1(-[n:22]2[n:23][c:24](-[c:27]3[cH:28][n:29][cH:30][cH:31][cH:32]3)[n:25][cH:26]2)[n:3][c:4](-[c:12]2[cH:13][cH:14][c:15]([C:18]([F:19])([F:20])[F:21])[cH:16][cH:17]2)[cH:5][c:6]([C:8]([F:9])([F:10])[F:11])[n:7]1. Reactants: CNC([C@](C[C@@H]([C@H](CC(CCOCC1=CC=CC=C1)(C)C)C(=O)OC(C)(C)C)O)(CC1=CC=CC=C1)N)=O (2(R)-benzyl-9-benzyloxy-5(S)-tert-butoxycarbonyl-amino-4(S)-hydroxy-7,7-dimethyl-nonanoic acid (N-methyl)amide), 74c, C(CCC)NC([C@@H](C[C@@H]([C@H](CC(CC(=O)N1CC(SC2=C1C=CC=C2)C(=O)NCC)(C)C)NC(=O)OC(C)(C)C)O)C(C)C)=O (5(S)-tert-butoxycarbonylamino-4(S)-hydroxy-2(S)-isopropyl-7,7dimethyl-8-[2(R,S)-ethylaminocarbonyl-3,4-dihydro-2H1,4-benzothiazin-4-ylcarbonyl]-octanoic acid (N-butyl)amide), C(CCC)NC([C@@H](C[C@@H]([C@H](CC(CC(=O)N1CC(CC2=CC=CC=C12)COCC=C)(C)C)NC(=O)OC(C)(C)C)O)C)=O (5(S)-tert-butoxycarbonylamino-4(S)-hydroxy-2(R),7,7-trimethyl-8-[3(R,S)-allyloxymethyl-1,2,3,4-tetrahydroquinolin-1-ylcarbonyl]-octanoic acid (N-butyl)amide), C(CCC)NC([C@@H](C[C@H]1[C@@H](N(C(O1)(C=C=O)C)OC(C)(C)C)CC(CCOCC1=CC=CC=C1)(C)C)CC(=C)C)=O (3-[N-tert-butoxy-carbonyl-4(S)-(4-benzyloxy-2,2-dimethylbutyl)-2,2-dimethyl-1,3-oxazolidin-5(S)-yl]-2(R)-[(2-methyl)propen-3-yl]-propionic acid (N-butyl)amide). Product: CNC([C@@H](C[C@H]1[C@@H](N(C(O1)(C)C)C(=O)OC(C)(C)C)CC(CC(=O)O)(C)C)CC1=CC=CC=C1)=O (3-[N-Tert-butoxycarbonyl-4(S)-(3-carboxy-2,2-dimethylpropyl)-2,2-dimethyl-1,3-oxazolidin-5(S)-yl]-2(R)-benzyl-propionic acid (N-methyl)amide). RXN SMILES: [CH3:1][NH:2][C:3](=[O:38])[C@@:4](N)([CH2:30][C:31]1[CH:36]=[CH:35][CH:34]=[CH:33][CH:32]=1)[CH2:5][C@H:6]([OH:29])[C@@H:7](C(OC(C)(C)C)=O)[CH2:8][C:9]([CH3:21])([CH3:20])[CH2:10][CH2:11][O:12]CC1C=CC=CC=1.C(NC(=O)[C@H](C)C[C@H:47](O)[C@@H:48]([NH:71][C:72]([O:74][C:75]([CH3:78])([CH3:77])[CH3:76])=[O:73])[CH2:49]C(C)(C)CC(N1C2C(=CC=CC=2)CC(COCC=C)C1)=O)CCC.C(NC(=O)[C@H](CC(C)=C)C[C@@H]1[O:94]C(C)(C=C=O)N(OC(C)(C)C)[C@H]1CC(C)(C)CCOCC1C=CC=CC=1)CCC.C(NC(=O)[C@H](C(C)C)C[C@H](O)[C@@H](NC(OC(C)(C)C)=O)CC(C)(C)CC(N1C2C=CC=CC=2SC(C(NCC)=O)C1)=O)CCC>>[CH3:1][NH:2][C:3](=[O:38])[C@H:4]([CH2:30][C:31]1[CH:32]=[CH:33][CH:34]=[CH:35][CH:36]=1)[CH2:5][C@@H:6]1[O:29][C:48]([CH3:49])([CH3:47])[N:71]([C:72]([O:74][C:75]([CH3:76])([CH3:78])[CH3:77])=[O:73])[C@H:7]1[CH2:8][C:9]([CH3:20])([CH3:21])[CH2:10][C:11]([OH:12])=[O:94]. Procedure: starting from 505 mg of 2(R)-benzyl-9-benzyloxy-5(S)-tert-butoxycarbonyl-amino-4(S)-hydroxy-7,7-dimethyl-nonanoic acid (N-methyl)amide via 3-[N-tert-butoxycarbonyl-4(S)-(4-benzyloxy-2,2-dimethylbutyloxy-2,2-dimethyl-1,3-oxazolidin-5(S)-yl]-2(R)-benzyl-propionic acid (N-methyl)amide (Rf (A)=0.43; FAB-MS:(M+H)+ =567) and 3-[N-tert-butoxycarbonyl-4(S)-(2,2-dimethyl-4-hydroxybutyloxy-2,2-dimethyl-1,3-oxazolidin-5(S)-yl]-2(R)-benzylpropionic acid (N-methyl)amide (Rf (B)=0.14; FAB-MS:(M+H)+ =477) in a...